From a dataset of the Open Reaction Database (ORD), a public repository of structured organic reaction records. describe an organic reaction: reactants, conditions, products, and yield Reactants: C(#N)C(C[C@@H]1C=2C=3C(=NC=NC3SC2CC1)OC1CCC(CC1)N(C(OC(C)(C)C)=O)C)OC (tert-butyl N-(4-[[(3R)-3-(2-cyano-2-methoxyethyl)-7-thia-9,11-diazatricyclo[6.4.0.0[2,6]]dodeca-1(8),2(6),9,11-tetraen-12-yl]oxy]cyclohexyl)-N-methylcarbamate), Cl (hydrochloric acid). The solvent is ClCCl (dichloromethane). Conditions: time 4 hour. Product: CO[C@H](C#N)C[C@@H]1C=2C=3C(=NC=NC3SC2CC1)OC1CCC(CC1)NC ((2S)-2-methoxy-3-[(3R)-12-[[4-(methylamino)cyclohexyl]oxy]-7-thia-9,11-diazatricyclo[6.4.0.0[2,6]]dodeca-1(8),2(6),9,11-tetraen-3-yl]propanenitrile), CO[C@@H](C#N)C[C@@H]1C=2C=3C(=NC=NC3SC2CC1)OC1CCC(CC1)NC ((2R)-2-methoxy-3-[(3R)-12-[[4-(methylamino)cyclohexyl]oxy]-7-thia-9,11-diazatricyclo[6.4.0.0[2,6]]dodeca-1(8),2(6),9,11-tetraen-3-yl]propanenitrile). Reaction SMILES: [C:1]([CH:3]([O:33][CH3:34])[CH2:4][C@H:5]1[CH2:16][CH2:15][C:14]2[S:13][C:12]3[N:11]=[CH:10][N:9]=[C:8]([O:17][CH:18]4[CH2:23][CH2:22][CH:21]([N:24](C)[C:25](=O)OC(C)(C)C)[CH2:20][CH2:19]4)[C:7]=3[C:6]1=2)#[N:2].Cl>ClCCl>[CH3:34][O:33][C@@H:3]([CH2:4][C@H:5]1[CH2:16][CH2:15][C:14]2[S:13][C:12]3[N:11]=[CH:10][N:9]=[C:8]([O:17][CH:18]4[CH2:19][CH2:20][CH:21]([NH:24][CH3:25])[CH2:22][CH2:23]4)[C:7]=3[C:6]1=2)[C:1]#[N:2].[CH3:34][O:33][C@H:3]([CH2:4][C@H:5]1[CH2:16][CH2:15][C:14]2[S:13][C:12]3[N:11]=[CH:10][N:9]=[C:8]([O:17][CH:18]4[CH2:19][CH2:20][CH:21]([NH:24][CH3:25])[CH2:22][CH2:23]4)[C:7]=3[C:6]1=2)[C:1]#[N:2]. Reported procedure: Into a 50-mL round-bottom flask, a solution of tert-butyl N-(4-[[(3R)-3-(2-cyano-2-methoxyethyl)-7-thia-9,11-diazatricyclo[6.4.0.0[2,6]]dodeca-1(8),2(6),9,11-tetraen-12-yl]oxy]cyclohexyl)-N-methylcarbamate (100 mg, 0.21 mmol, 1.00 equiv) in dichloromethane (10 mL) was added hydrochloric acid (12 M, 0.5 mL) in a water/ice bath and stirred for 4 h. After completion and concentration in vacuo, the residue was neutralised with saturated aqueous sodium bicarbonate, extracted with 3×50 mL of DCM. The ... Starting materials: C=1SC=C2OC3=C(NC(C21)=O)C=CC=C3 (thieno[3,4-b][1,5]benzoxazepin-10(9H)-one), CC=1C=CC2=C(NC(C=3C(O2)=CSC3)=O)C1 (7-methyl-thieno[3,4-b][1,5]benzoxazepin-10(9H)-one), C[O-].[Na+] (sodium methoxide), CI (methyl iodide). Solvent: C(C)O (ethanol). Yields the product CN1C(C=2C(OC3=C1C=CC=C3)=CSC2)=O (9-methyl-thieno[3,4-b][1,5]benzoxazepin-10(9H)-one), CC=1C=2C(=C3C(=NC=CCO3)C1)C(S(C2)C)=O (7,9-dimethyl-thieno[3,4][1,5]benzoxazepin-10(9H)-one). Reaction SMILES: [CH:1]1[S:2][CH:3]=[C:4]2[C:10]=1[C:9](=[O:11])[NH:8][C:7]1[CH:12]=[CH:13][CH:14]=[CH:15][C:6]=1[O:5]2.[CH3:16][C:17]1[CH:18]=[CH:19][C:20]2[O:26][C:25]3=CSC=[C:24]3[C:23](=O)[NH:22][C:21]=2[CH:31]=1.[CH3:32][O-:33].[Na+].CI>C(O)C>[CH3:16][N:8]1[C:7]2[CH:12]=[CH:13][CH:14]=[CH:15][C:6]=2[O:5][C:4]2=[CH:3][S:2][CH:1]=[C:10]2[C:9]1=[O:11].[CH3:16][C:17]1[C:18]2[C:19]([C:32](=[O:33])[SH:2]([CH3:1])[CH:3]=2)=[C:20]2[O:26][CH2:25][CH:24]=[CH:23][N:22]=[C:21]2[CH:31]=1 |f:2.3|. Procedure details: The starting material, thieno[3,4-b][1,5]benzoxazepin-10(9H)-one (I) or 7-methyl-thieno[3,4-b][1,5]benzoxazepin-10(9H)-one (II) in ethanol is treated with sodium methoxide and methyl iodide and extracted with methylene chloride to yield 9-methyl-thieno[3,4-b][1,5]benzoxazepin-10(9H)-one (III) and 7,9-dimethyl-thieno[3,4][1,5]benzoxazepin-10(9H)-one (IV) respectively. The above compounds III and IV are refluxed with 5 N sodium hydroxide for 16 hours, diluted with water, adjusted to pH 4-5 with hy... Reactants: [H][H] (hydrogen), solid, C(CCC)C1=NNC(=N1)CCCC (3,5-dibutyl-1H-1,2,4-triazole), [H-].[Na+] (sodium hydride), BrC1=NC=C(C=C1)CBr (2-bromo-5-bromomethylpyridine). The solvent is CO (Methanol), CN(C=O)C (dimethylformamide), CN(C=O)C (DMF). Conditions: temperature 0 celsius. Yields the product BrC1=NC=C(C=C1)CN1N=C(N=C1CCCC)CCCC (2-bromo-5-[(3,5-dibutyl-1H-1,2,4-triazol-1-yl)methyl]pyridine). The yield is 47.0%. As a reaction SMILES: [CH2:1]([C:5]1[N:9]=[C:8]([CH2:10][CH2:11][CH2:12][CH3:13])[NH:7][N:6]=1)[CH2:2][CH2:3][CH3:4].[H-].[Na+].[H][H].[Br:18][C:19]1[CH:24]=[CH:23][C:22]([CH2:25]Br)=[CH:21][N:20]=1>CN(C)C=O.CO>[Br:18][C:19]1[CH:24]=[CH:23][C:22]([CH2:25][N:6]2[C:5]([CH2:1][CH2:2][CH2:3][CH3:4])=[N:9][C:8]([CH2:10][CH2:11][CH2:12][CH3:13])=[N:7]2)=[CH:21][N:20]=1 |f:1.2|. Procedure: Under nitrogen, 3.15 g (17 mmol) of solid 3,5-dibutyl-1H-1,2,4-triazole from step 3 of Example 1 was added in small portions to 33 mmol of sodium hydride in 31 ml of dimethylformamide (DMF); stirring was continued until hydrogen evolution had ceased. The anion solution was cooled to 0° C. and treated with a solution of 7.9 g (19 mmol) of crude 2-bromo-5-bromomethylpyridine from step 1 in 10 ml of dry DMF. The reaction was allowed to warm to ambient temperature and stir overnight. Methanol (10 ml... The reactants are CCO, N#CC=Cc1ccc(Cl)c(C(F)(F)F)c1, Cl, NO, [Na+], [Na+], O=C([O-])[O-], O. Yields the product O=C(C=Cc1ccc(Cl)c(C(F)(F)F)c1)[NH2+][O-]. RXN SMILES: [CH3:25][CH2:26][OH:27].[Cl:1][c:2]1[c:3]([C:12]([F:13])([F:14])[F:15])[cH:4][c:5]([CH:6]=[CH:7][C:8]#[N:9])[cH:10][cH:11]1.[ClH:16].[NH2:17][OH:18].[Na+:19].[Na+:20].[O-:21][C:22]([O-:23])=[O:24].[OH2:28]>>[Cl:1][c:2]1[c:3]([C:12]([F:13])([F:14])[F:15])[cH:4][c:5]([CH:6]=[CH:7][C:22]([NH2+:17][O-:18])=[O:24])[cH:10][cH:11]1.